Dataset: the Open Reaction Database (ORD), a public repository of structured organic reaction records. Task: describe an organic reaction: reactants, conditions, products, and yield Starting materials: CC1=C(SC=C1)C(=O)C=1N(C=CC1)N1C(C2=CC=CC=C2C1=O)=O (2-[2-[(3-methyl-2-thienyl)carbonyl]-1H-pyrrol-1-yl]-1H-isoindole-1,3(2H)dione), CN (methylamine), O (water), C(C)(=O)OCC (ethyl acetate). Run in CN(C)C=O (DMF). Conditions: time 3.5 hour. Yields the product NN1C(=CC=C1)C(=O)C=1SC=CC1C ((1-Amino-1H-pyrrol-2-yl)-(3-methyl-2-thienyl)methanone). The yield is 79.4%. As a reaction SMILES: [CH3:1][C:2]1[CH:6]=[CH:5][S:4][C:3]=1[C:7]([C:9]1[N:10]([N:14]2C(=O)C3C(=CC=CC=3)C2=O)[CH:11]=[CH:12][CH:13]=1)=[O:8].CN.O.C(OCC)(=O)C>CN(C=O)C>[NH2:14][N:10]1[CH:11]=[CH:12][CH:13]=[C:9]1[C:7]([C:3]1[S:4][CH:5]=[CH:6][C:2]=1[CH3:1])=[O:8]. Reported procedure: To a solution consisting of 2-[2-[(3-methyl-2-thienyl)carbonyl]-1H-pyrrol-1-yl]-1H-isoindole-1,3(2H)dione (11.5 g) in DMF (30 ml) was added 40% methylamine (aq., 34.0 ml) solution at room temperature. The reaction mixture was stirred at ambient temperature for 3.5 hours, then poured into water and ethyl acetate. The layers were separated and the aqueous phase was extracted thrice with EtOAc. The combined organics were washed with water, brine, and dried (MgSO4). Filtration and concentration gave... Reactants: [BH3-]C#N, CO, CC(C)(C)OC(=O)n1cc(C=O)c2cc(Cl)ccc21, Cl, Cl, [Na+], NC(=O)c1cnc[nH]1. Yields the product CC(C)(C)OC(=O)n1cc(CNc2nc[nH]c2C(N)=O)c2cc(Cl)ccc21. RXN SMILES: [C:30](#[N:31])[BH3-:32].[CH3:34][OH:35].[Cl:1][c:2]1[cH:3][c:4]2[c:5]([CH:18]=[O:19])[cH:6][n:7]([C:11](=[O:12])[O:13][C:14]([CH3:15])([CH3:16])[CH3:17])[c:8]2[cH:9][cH:10]1.[ClH:20].[ClH:21].[Na+:33].[nH:22]1[cH:23][n:24][cH:25][c:26]1[C:27](=[O:28])[NH2:29]>>[Cl:1][c:2]1[cH:3][c:4]2[c:5]([CH2:18][NH:31][c:25]3[n:24][cH:23][nH:22][c:26]3[C:27](=[O:28])[NH2:29])[cH:6][n:7]([C:11](=[O:12])[O:13][C:14]([CH3:15])([CH3:16])[CH3:17])[c:8]2[cH:9][cH:10]1. Reactants: CC(=O)c1ccc2cc(N3CCN(C(=O)OC(C)(C)C)CC3)ccc2c1, N#CCC#N, c1ccncc1. The product is CC(=C(C#N)C#N)c1ccc2cc(N3CCN(C(=O)OC(C)(C)C)CC3)ccc2c1. As a reaction SMILES: [C:1]([CH3:2])(=[O:3])[c:4]1[cH:5][c:6]2[cH:7][cH:8][c:9]([N:14]3[CH2:15][CH2:16][N:17]([C:20](=[O:21])[O:22][C:23]([CH3:24])([CH3:25])[CH3:26])[CH2:18][CH2:19]3)[cH:10][c:11]2[cH:12][cH:13]1.[N:27]#[C:28][CH2:29][C:30]#[N:31].[cH:32]1[cH:33][cH:34][n:35][cH:36][cH:37]1>>[C:1]([CH3:2])([c:4]1[cH:5][c:6]2[cH:7][cH:8][c:9]([N:14]3[CH2:15][CH2:16][N:17]([C:20](=[O:21])[O:22][C:23]([CH3:24])([CH3:25])[CH3:26])[CH2:18][CH2:19]3)[cH:10][c:11]2[cH:12][cH:13]1)=[C:29]([C:28]#[N:27])[C:30]#[N:31]. The reactants are CN(C)CC1CCCCN1CCN, CC(C)OC(C)C, O=C1Nc2ccccc2N(C(=O)Cl)c2ccccc21. Product: CN(C)CC1CCCCN1CCNC(=O)N1c2ccccc2NC(=O)c2ccccc21. Reaction SMILES: [CH3:20][N:21]([CH3:22])[CH2:23][CH:24]1[N:25]([CH2:30][CH2:31][NH2:32])[CH2:26][CH2:27][CH2:28][CH2:29]1.[CH:33]([O:34][CH:35]([CH3:36])[CH3:37])([CH3:38])[CH3:39].[Cl:1][C:2](=[O:3])[N:4]1[c:5]2[c:6]([cH:16][cH:17][cH:18][cH:19]2)[NH:7][C:8](=[O:15])[c:9]2[c:10]1[cH:11][cH:12][cH:13][cH:14]2>>[C:2](=[O:3])([N:4]1[c:5]2[c:6]([cH:16][cH:17][cH:18][cH:19]2)[NH:7][C:8](=[O:15])[c:9]2[c:10]1[cH:11][cH:12][cH:13][cH:14]2)[NH:32][CH2:31][CH2:30][N:25]1[CH:24]([CH2:23][N:21]([CH3:20])[CH3:22])[CH2:29][CH2:28][CH2:27][CH2:26]1. Reactants: BrCc1ccoc1, CCOC(=O)N1CCC(c2c[nH]c3cc(F)ccc23)CC1, CCOCC. The product is CCOC(=O)N1CCC(c2cn(Cc3ccoc3)c3cc(F)ccc23)CC1. As a reaction SMILES: [Br:22][CH2:23][c:24]1[cH:25][o:26][cH:27][cH:28]1.[CH2:1]([CH3:2])[O:3][C:4](=[O:5])[N:6]1[CH2:7][CH2:8][CH:9]([c:12]2[cH:13][nH:14][c:15]3[cH:16][c:17]([F:21])[cH:18][cH:19][c:20]23)[CH2:10][CH2:11]1.[CH2:29]([O:30][CH2:31][CH3:32])[CH3:33]>>[CH2:1]([CH3:2])[O:3][C:4](=[O:5])[N:6]1[CH2:7][CH2:8][CH:9]([c:12]2[cH:13][n:14]([CH2:23][c:24]3[cH:25][o:26][cH:27][cH:28]3)[c:15]3[cH:16][c:17]([F:21])[cH:18][cH:19][c:20]23)[CH2:10][CH2:11]1. Reactants: CCCCCCCCCCc1ccc(C(CO)(CO)[N+](=O)[O-])cc1, CCO. Product: CCCCCCCCCCc1ccc(C(N)(CO)CO)cc1. Reaction SMILES: [CH2:1]([CH2:2][CH2:3][CH2:4][CH2:5][CH2:6][CH2:7][CH2:8][CH2:9][CH3:10])[c:11]1[cH:12][cH:13][c:14]([C:17]([CH2:18][OH:19])([CH2:20][OH:21])[N+:22]([O-:23])=[O:24])[cH:15][cH:16]1.[CH3:25][CH2:26][OH:27]>>[CH2:1]([CH2:2][CH2:3][CH2:4][CH2:5][CH2:6][CH2:7][CH2:8][CH2:9][CH3:10])[c:11]1[cH:12][cH:13][c:14]([C:17]([CH2:18][OH:19])([CH2:20][OH:21])[NH2:22])[cH:15][cH:16]1. The reactants are [OH-].[K+] (potassium hydroxide), C(C)OC(\C(=C\C1=C(C=CC=C1)O)\C)=O ((E)-3-(2-hydroxy-phenyl)-2-methyl-acrylic acid ethyl ester), [OH-].[K+] (potassium hydroxide). The solvent is CCOCC (ether), C(C)O (ethanol), O (water). The product is OC1=C(C=CC=C1)/C=C(/C(=O)O)\C ((E)-3(2-Hydroxy-phenyl)-2-methyl-acrylic acid). As a reaction SMILES: C([O:3][C:4](=[O:15])/[C:5](/[CH3:14])=[CH:6]/[C:7]1[CH:12]=[CH:11][CH:10]=[CH:9][C:8]=1[OH:13])C.[OH-].[K+]>C(O)C.O.CCOCC>[OH:13][C:8]1[CH:9]=[CH:10][CH:11]=[CH:12][C:7]=1/[CH:6]=[C:5](\[CH3:14])/[C:4]([OH:15])=[O:3] |f:1.2|. Procedure details: To a solution of 35.5 g of (E)-3-(2-hydroxy-phenyl)-2-methyl-acrylic acid ethyl ester in 600 ml of ethanol, a solution of 10.66 g of potassium hydroxide in 500 ml of water was dropped in. After refluxing for 5 hours, another 5.0 g of potassium hydroxide was put in and the mixture was refluxed for another 19 hours. Then the reaction mixture was cooled down, diluted with ether and washed to pH 4 with HCl 2N and water. The organic phase was dried, filtered and evaporated to dryness. The resulting c... Starting materials: CC(Cl)c1cccnc1, O=C(O)c1ccc(OC2CCOCC2)nc1. The reagents and catalysts are O=C([O-])[O-].[Cs+].[Cs+] (cesium carbonate), [I-].[K+] (potassium iodide). Run in CN(C)C=O (DMF), CN(C)C=O (dmf), CN(C)C=O (DMF). Conditions: temperature 70 celsius, time 16 hour. The product is CC(OC(=O)c1ccc(OC2CCOCC2)nc1)c1cccnc1. Reactants: C(C1=CC=CC=C1)Cl (benzyl chloride), C(C1=CC=CC=C1)Cl (benzyl chloride), Mg, II (I2), C(C1=CC=CC=C1)Cl (benzyl chloride), Cl (HCl), Grignard reagent, 77, CN1CCC=C(C1)C(=O)OC (arecoline). The reagents and catalysts are C(C1=CC=CC=C1)Cl (benzyl chloride). Run in CCOCC (ether), CCOCC (ether), CCOCC (ether), CCOCC (ether), O (water), CCOCC (ether). Conditions: temperature -15 celsius. Product: C(C1=CC=CC=C1)C1C(CN(CC1)C)C(=O)OC ((±)-Methyl 4-Benzyl-1-methylpiperidine-3-carboxylate). RXN SMILES: II.[CH2:3](Cl)[C:4]1[CH:9]=[CH:8][CH:7]=[CH:6][CH:5]=1.[CH3:11][N:12]1[CH2:17][C:16]([C:18]([O:20][CH3:21])=[O:19])=[CH:15][CH2:14][CH2:13]1.Cl>CCOCC.C(Cl)C1C=CC=CC=1.O>[CH2:3]([CH:15]1[CH2:14][CH2:13][N:12]([CH3:11])[CH2:17][CH:16]1[C:18]([O:20][CH3:21])=[O:19])[C:4]1[CH:9]=[CH:8][CH:7]=[CH:6][CH:5]=1. Procedure details: To a solution of 480 mg of Mg in 2 mL of dry ether was added a little bit of I2 and several drops of benzyl chloride (about 0.5 mL) of the solution of 2.3 mL (20 mmol) of benzyl chloride in 10 mL of ether. The mixture was gentle stirred, as soon as the reaction sets in, the reminder of benzyl chloride in ether was added at the rate that the reaction went vigorously by cooling the flask with water. Then the resulting solution was stirred at gentle reflux for fifteen minutes after, all the benzyl ...